From a dataset of the Open Reaction Database (ORD), a public repository of structured organic reaction records. describe an organic reaction: reactants, conditions, products, and yield The reactants are C(C)OC(=O)C=1C=CC(=NC1)CSC=1SC(=NN1)C=1C=NC=CC1 (2-[(5-ethoxycarbonylpyridin-2-yl)methylthio]-5-(3-pyridyl)-1,3,4-thiadiazole), CS(=O)(=O)O (methane-sulfonic acid), C(O)([O-])=O.[Na+] (sodium hydrogencarbonate), OOS(=O)[O-].[K+] (oxone). Run in O (water), C(C)(=O)O (acetic acid). Run at time 3 hour. Product: C(C)OC(=O)C=1C=CC(=NC1)CS(=O)C=1SC(=NN1)C=1C=NC=CC1 (2-[(5-ethoxycarbonylpyridin-2-yl)methylsulfinyl]-5-(3-pyridyl)-1,3,4-thiadiazole). As a reaction SMILES: [CH2:1]([O:3][C:4]([C:6]1[CH:7]=[CH:8][C:9]([CH2:12][S:13][C:14]2[S:15][C:16]([C:19]3[CH:20]=[N:21][CH:22]=[CH:23][CH:24]=3)=[N:17][N:18]=2)=[N:10][CH:11]=1)=[O:5])[CH3:2].CS(O)(=O)=[O:27].OOS([O-])=O.[K+].C(=O)([O-])O.[Na+]>O.C(O)(=O)C>[CH2:1]([O:3][C:4]([C:6]1[CH:7]=[CH:8][C:9]([CH2:12][S:13]([C:14]2[S:15][C:16]([C:19]3[CH:20]=[N:21][CH:22]=[CH:23][CH:24]=3)=[N:17][N:18]=2)=[O:27])=[N:10][CH:11]=1)=[O:5])[CH3:2] |f:2.3,4.5|. Reported procedure: A mixed solution of 4.92 g of 2-[(5-ethoxycarbonylpyridin-2-yl)methylthio]-5-(3-pyridyl)-1,3,4-thiadiazole, 2.7 ml of methane-sulfonic acid, 18 ml of acetic acid, and 45 ml of water was cooled to 0° C., oxone (4.65 g) was added to the solution, and the mixture was stirred for 3 hours. The reaction mixture was neutralized with an aqueous solution of sodium hydrogencarbonate so that the pH value was 5, and the mixture was extracted with dichloromethane. The organic layer was washed with a saturate... Reactants: C(C)(C)(C)C=1C=C(C(C1)=C(C1=CC=C(C=C1)C(C)(C)C)C1=CC=C(C=C1)C(C)(C)C)C (3-tert-butyl-1-methyl-6,6-di(4-tert-butyl-phenyl)fulvene), O (water), C1=CC=CC=2C3=CC=CC=C3CC12 (fluorene), C(CCC)[Li].CCCCCC (n-butyl lithium hexane). Solvent: C(C)OCC (diethyl ether), C(C)OCC (diethyl ether), C(C)OCC (diethylether). The product is C(C)(C)(C)C1=CC(C(=C1)C)C(C1=CC=C(C=C1)C(C)(C)C)(C1=CC=C(C=C1)C(C)(C)C)C1=CC=CC=2C3=CC=CC=C3CC12 ((3-tert-butyl-5-methyl-cyclopentadienyl)(fluorenyl)di(4-tert-butyl-phenyl)methane), solid. Isolated yield 19.0%. Reaction SMILES: [CH:1]1[C:13]2[CH2:12][C:11]3[C:6](=[CH:7][CH:8]=[CH:9][CH:10]=3)[C:5]=2[CH:4]=[CH:3][CH:2]=1.C([Li])CCC.CCCCCC.[C:25]([C:29]1[CH:30]=[C:31]([CH3:55])[C:32](=[C:34]([C:45]2[CH:50]=[CH:49][C:48]([C:51]([CH3:54])([CH3:53])[CH3:52])=[CH:47][CH:46]=2)[C:35]2[CH:40]=[CH:39][C:38]([C:41]([CH3:44])([CH3:43])[CH3:42])=[CH:37][CH:36]=2)[CH:33]=1)([CH3:28])([CH3:27])[CH3:26].O>C(OCC)C>[C:25]([C:29]1[CH:30]=[C:31]([CH3:55])[CH:32]([C:34]([C:1]2[C:13]3[CH2:12][C:11]4[C:6](=[CH:7][CH:8]=[CH:9][CH:10]=4)[C:5]=3[CH:4]=[CH:3][CH:2]=2)([C:45]2[CH:50]=[CH:49][C:48]([C:51]([CH3:54])([CH3:53])[CH3:52])=[CH:47][CH:46]=2)[C:35]2[CH:36]=[CH:37][C:38]([C:41]([CH3:44])([CH3:42])[CH3:43])=[CH:39][CH:40]=2)[CH:33]=1)([CH3:26])([CH3:27])[CH3:28] |f:1.2|. Procedure details: In a 200 ml three-necked flask equipped with a magnetic stirrer chip and three-way cock thoroughly purged with nitrogen, 0.653 g of fluorene (3.93 mmol) was dissolved in 50 ml of dehydrated diethylether in a nitrogen atmosphere. To the solution, 2.7 ml of n-butyl lithium/hexane solution (1.58M: 4.27 mmol) was gradually added dropwise in an ice bath and stirred at room temperature over night. To the solution, a solution prepared by dissolving 2.09 g of 3-tert-butyl-1-methyl-6,6-di(4-tert-butyl-ph... The reactants are C=CCn1cc(-c2cccc(CCOCCC(=O)OC(C)(C)C)c2)nn1, COC(CNC1CCCCC1)OC, CCOC(C)=O, CCCC(C)C. Product: C=CCn1cc(-c2cccc(CCOCCC(=O)N(CC(OC)OC)C3CCCCC3)c2)nn1. RXN SMILES: [CH2:1]([CH:2]=[CH2:3])[n:4]1[n:5][n:6][c:7](-[c:9]2[cH:10][c:11]([CH2:12][CH2:13][O:14][CH2:15][CH2:16][C:17]([O:19][C:18]([CH3:20])([CH3:21])[CH3:22])=[O:23])[cH:24][cH:25][cH:26]2)[cH:8]1.[CH3:27][O:28][CH:29]([CH2:30][NH:31][CH:32]1[CH2:33][CH2:34][CH2:35][CH2:36][CH2:37]1)[O:38][CH3:39].[CH3:40][CH2:41][O:42][C:43](=[O:44])[CH3:45].[CH3:46][CH2:47][CH2:48][CH:49]([CH3:50])[CH3:51]>>[CH2:1]([CH:2]=[CH2:3])[n:4]1[n:5][n:6][c:7](-[c:9]2[cH:10][c:11]([CH2:12][CH2:13][O:14][CH2:15][CH2:16][C:17](=[O:19])[N:31]([CH2:30][CH:29]([O:28][CH3:27])[O:38][CH3:39])[CH:32]3[CH2:33][CH2:34][CH2:35][CH2:36][CH2:37]3)[cH:24][cH:25][cH:26]2)[cH:8]1. Procedure: Using 4-[1-(1,1-dioxo-1λ6-isothiazolidin-2-yl)-1-methylethyl]benzoic acid (100 mg) described in Preparation Example 39 and 5-methyl-6-(piperazin-1-yl)nicotinonitrile (71 mg) described in Preparation Example 103 and by the reaction and treatment in the same manner as in Example 87, the title compound (142 mg) was obtained. Reactants: O=S1(N(CCC1)C(C)(C)C1=CC=C(C(=O)O)C=C1)=O (4-[1-(1,1-dioxo-1λ6-isothiazolidin-2-yl)-1-methylethyl]benzoic acid), CC=1C(=NC=C(C#N)C1)N1CCNCC1 (5-methyl-6-(piperazin-1-yl)nicotinonitrile). As a reaction SMILES: [O:1]=[S:2]1(=[O:19])[CH2:6][CH2:5][CH2:4][N:3]1[C:7]([C:10]1[CH:18]=[CH:17][C:13]([C:14]([OH:16])=O)=[CH:12][CH:11]=1)([CH3:9])[CH3:8].[CH3:20][C:21]1[C:22]([N:29]2[CH2:34][CH2:33][NH:32][CH2:31][CH2:30]2)=[N:23][CH:24]=[C:25]([CH:28]=1)[C:26]#[N:27]>>[O:19]=[S:2]1(=[O:1])[CH2:6][CH2:5][CH2:4][N:3]1[C:7]([C:10]1[CH:11]=[CH:12][C:13]([C:14]([N:32]2[CH2:33][CH2:34][N:29]([C:22]3[C:21]([CH3:20])=[CH:28][C:25]([C:26]#[N:27])=[CH:24][N:23]=3)[CH2:30][CH2:31]2)=[O:16])=[CH:17][CH:18]=1)([CH3:8])[CH3:9]. The yield is 86.5%. Yields the product O=S1(N(CCC1)C(C)(C)C1=CC=C(C(=O)N2CCN(CC2)C2=NC=C(C#N)C=C2C)C=C1)=O (6-(4-{4-[1-(1,1-dioxo-1λ6-isothiazolidin-2-yl)-1-methylethyl]benzoyl}piperazin-1-yl)-5-methylnicotinonitrile).